describe an organic reaction: reactants, conditions, products, and yield From a dataset of the Open Reaction Database (ORD), a public repository of structured organic reaction records. Solvent: CO (methanol), O1CCCC1 (tetrahydrofuran), [OH-].[Na+] (sodium hydroxide), O (water). Product: FC=1C=C2C(CC(NC2=C(C1)C(=O)O)C1=CC(=CC=C1)N1CCN(CC1)C1=C(C=CC=C1)C)(C)C (6-fluoro-4,4-dimethyl-2-[3-(4-o-tolyl-piperazin-1-yl)-phenyl]-1,2,3,4-tetrahydro-quinoline-8-carboxylic acid). As a reaction SMILES: C[O:2][C:3]([C:5]1[CH:6]=[C:7]([F:36])[CH:8]=[C:9]2[C:14]=1[NH:13][CH:12]([C:15]1[CH:20]=[CH:19][CH:18]=[C:17]([N:21]3[CH2:26][CH2:25][N:24]([C:27]4[CH:32]=[CH:31][CH:30]=[CH:29][C:28]=4[CH3:33])[CH2:23][CH2:22]3)[CH:16]=1)[CH2:11][C:10]2([CH3:35])[CH3:34])=[O:4].Cl>CO.O1CCCC1.[OH-].[Na+].O>[F:36][C:7]1[CH:8]=[C:9]2[C:14](=[C:5]([C:3]([OH:4])=[O:2])[CH:6]=1)[NH:13][CH:12]([C:15]1[CH:20]=[CH:19][CH:18]=[C:17]([N:21]3[CH2:22][CH2:23][N:24]([C:27]4[CH:32]=[CH:31][CH:30]=[CH:29][C:28]=4[CH3:33])[CH2:25][CH2:26]3)[CH:16]=1)[CH2:11][C:10]2([CH3:35])[CH3:34] |f:4.5|. Reactants: Cl (hydrochloric acid), COC(=O)C=1C=C(C=C2C(CC(NC12)C1=CC(=CC=C1)N1CCN(CC1)C1=C(C=CC=C1)C)(C)C)F (6-fluoro-4,4-dimethyl-2-[3-(4-o-tolyl-piperazin-1-yl)-phenyl]-1,2,3,4-tetrahydro-quinoline-8-carboxylic acid methyl ester). The yield is 91.3%. Reported procedure: A mixture of 6-fluoro-4,4-dimethyl-2-[3-(4-o-tolyl-piperazin-1-yl)-phenyl]-1,2,3,4-tetrahydro-quinoline-8-carboxylic acid methyl ester (0.36 g, 0.74 mmol) in methanol (3 mL) and tetrahydrofuran (10 mL), 30% sodium hydroxide in water (1 mL). The reaction mixture was stirred at 60° C. for 12 h. The mixture was neutralized with a 3 N aqueous hydrochloric acid solution and extracted with ethyl acetate (2×50 mL), washed with water, dried over anhydrous sodium sulfate and then concentrated in vacuo to... Reaction conditions: temperature 60 celsius, time 12 hour. The reactants are C(#N)[BH3-].[Na+] (sodium cyanoborohydride), C(=O)(O)[O-].[Na+] (NaHCO3), C(C1=CC=CC=C1)N1C=C(C2=CC(=CC=C12)OC)C (1-benzyl-5-methoxy-3-methylindole), C(C)(=O)O (acetic acid), C(#N)[BH3-].[Na+] (sodium cyanoborohydride). Run in O1CCCC1 (tetrahydrofuran), C(C)(=O)OCC (ethyl acetate). Reaction conditions: time 8 hour. Yields the product C(C1=CC=CC=C1)N1CC(C2=CC(=CC=C12)OC)C (1-benzyl-5-methoxy-3-methylindoline). The yield is 30.9%. RXN SMILES: [CH2:1]([N:8]1[C:16]2[C:11](=[CH:12][C:13]([O:17][CH3:18])=[CH:14][CH:15]=2)[C:10]([CH3:19])=[CH:9]1)[C:2]1[CH:7]=[CH:6][CH:5]=[CH:4][CH:3]=1.C(O)(=O)C.C([BH3-])#N.[Na+].C([O-])(O)=O.[Na+]>C(OCC)(=O)C.O1CCCC1>[CH2:1]([N:8]1[C:16]2[C:11](=[CH:12][C:13]([O:17][CH3:18])=[CH:14][CH:15]=2)[CH:10]([CH3:19])[CH2:9]1)[C:2]1[CH:3]=[CH:4][CH:5]=[CH:6][CH:7]=1 |f:2.3,4.5|. Reported procedure: To a solution of 1-benzyl-5-methoxy-3-methylindole (200 mg, 0.796 mmol) in a 1:1 solution (2.4 mL) of acetic acid and tetrahydrofuran was added sodium cyanoborohydride (150 mg, 2.38 mmol) at room temperature. After being stirred overnight, sodium cyanoborohydride (50 mg, 0.80 mmol) was added with additional stirring for 6 h. After the reaction mixture was neutralized by saturated NaHCO3 aqueous solution, the reaction mixture was diluted with ethyl acetate. The separated organic layer was washed ... Reactants: NC1=NC(=NC2=CC(=C(C=C12)OC)OC)Br (4-amino-2-bromo-6,7-dimethoxyquinazoline), C(#N)N1CCNCC1 (1-cyanopiperazine), [OH-].[K+] (potassium hydroxide). Product: C(#N)N1CCN(CC1)C1=NC2=CC(=C(C=C2C(=N1)N)OC)OC (2-(4-cyanopiperazin-1-yl)-4-amino-6,7-dimethoxyquinazoline). As a reaction SMILES: [NH2:1][C:2]1[C:11]2[C:6](=[CH:7][C:8]([O:14][CH3:15])=[C:9]([O:12][CH3:13])[CH:10]=2)[N:5]=[C:4](Br)[N:3]=1.[C:17]([N:19]1[CH2:24][CH2:23][NH:22][CH2:21][CH2:20]1)#[N:18].[OH-].[K+]>>[C:17]([N:19]1[CH2:24][CH2:23][N:22]([C:4]2[N:3]=[C:2]([NH2:1])[C:11]3[C:6](=[CH:7][C:8]([O:14][CH3:15])=[C:9]([O:12][CH3:13])[CH:10]=3)[N:5]=2)[CH2:21][CH2:20]1)#[N:18] |f:2.3|. Procedure: In a flask fitted with stirrer, thermometer, and drying tube is placed 100 ml. of chloroform, 12.0 g. (0.05 mole) of 4-amino-2-bromo-6,7-dimethoxyquinazoline (prepared by the method of U.S. Pat. No. 3,511,836) and 5.8 g. (0.052 mole) of 1-cyanopiperazine. The mixture is maintained at 50° C. for 24 hours after which 2N potassium hydroxide solution is added at room temperature to adjust to pH 9.5. The organic layer is separated and the aqueous phase extracted again with chloroform and the combined... Reactants: CCO, Cn1ccccc1=S, BrCCc1ccccc1. The product is [Br-], C[n+]1ccccc1SCCc1ccccc1. As a reaction SMILES: [CH3:18][CH2:19][OH:20].[CH3:1][n:2]1[c:3](=[S:8])[cH:4][cH:5][cH:6][cH:7]1.[c:9]1([CH2:15][CH2:16][Br:17])[cH:10][cH:11][cH:12][cH:13][cH:14]1>>[Br-:17].[CH3:1][n+:2]1[c:3]([S:8][CH2:16][CH2:15][c:9]2[cH:10][cH:11][cH:12][cH:13][cH:14]2)[cH:4][cH:5][cH:6][cH:7]1. Reactants: BrC1CCCCCC1 (2-bromocycloheptane), CC(C)(C#N)N=NC(C)(C)C#N (AIBN), CCCC[SnH](CCCC)CCCC (Bu3SnH), C(C=C)#N (acrylonitrile). Run in C1(=CC=CC=C1)C (toluene). The product is C1(CCCCCC1)CCC#N (3-Cycloheptylpropionitrile). As a reaction SMILES: Br[CH:2]1[CH2:8][CH2:7][CH2:6][CH2:5][CH2:4][CH2:3]1.CCCC[SnH](CCCC)CCCC.[C:22](#[N:25])[CH:23]=[CH2:24].CC(N=NC(C#N)(C)C)(C#N)C>C1(C)C=CC=CC=1>[CH:2]1([CH2:24][CH2:23][C:22]#[N:25])[CH2:8][CH2:7][CH2:6][CH2:5][CH2:4][CH2:3]1. Procedure: 3-Cycloheptylpropionitrile is prepared in this example according to the procedure of Example 1 using a solution of 2-bromocycloheptane (25.57 g; 144.38 mmole); Bu3SnH (50.42 g; 173.26 mmole), acrylonitrile (15.32 g; 288.77 mmole), and AIBN (1.13 g) in toluene (300 ml). Yield is 16 g; mp oil. The reactants are FC1=C(C=C(C=C1)C(C)=O)C(F)(F)F (1-(4-fluoro-3-trifluoromethyl-phenyl)-ethanone), C(C(=O)OCC)(=O)OCC (diethyl oxalate), [Na] (sodium). Product: C(C)OC(/C(=C/C(=O)C1=CC(=C(C=C1)F)C(F)(F)F)/O)=O ((Z)-4-(4-fluoro-3-trifluoromethyl-phenyl)-2-hydroxy-4-oxo-but-2-enoic acid ethyl ester). Reaction SMILES: [F:1][C:2]1[CH:7]=[CH:6][C:5]([C:8](=[O:10])[CH3:9])=[CH:4][C:3]=1[C:11]([F:14])([F:13])[F:12].[C:15](OCC)(=[O:21])[C:16]([O:18][CH2:19][CH3:20])=[O:17].[Na]>>[CH2:19]([O:18][C:16](=[O:17])/[C:15](/[OH:21])=[CH:9]/[C:8]([C:5]1[CH:6]=[CH:7][C:2]([F:1])=[C:3]([C:11]([F:12])([F:13])[F:14])[CH:4]=1)=[O:10])[CH3:20] |^1:24|. Procedure: In analogy to the procedure described for example 11 a], 1-(4-fluoro-3-trifluoromethyl-phenyl)-ethanone was reacted with diethyl oxalate in the presence of metallic sodium to give (Z)-4-(4-fluoro-3-trifluoromethyl-phenyl)-2-hydroxy-4-oxo-but-2-enoic acid ethyl ester as colorless solid. Reactants: CN(S(=O)(=O)N1C(=NC=C1C=O)[Si](C)(C)C(C)(C)C)C (1-dimethylsulfamoyl-2-t-butyldimethylsilyl-5-imidazolecarboxaldehyde), C1(=CC=CC=C1)P(C1=CC=CC=C1)C1=CC=CC=C1 (triphenylphosphine), N1C=NC=C1 (imidazole), II (iodine). Isolated yield 90.0%. Procedure details: After stirring for 16 h MeOH (4 mL) was added and the mixture was warmed to 55° C. until no more gas was evolved. The mixture was concentrated to an oil, taken up in Et2O and washed successively with 2M phosphoric acid, saturated sodium bicarbonate, water and brine and then dried over MgSO4 and reconcentrated. The resulting oil was purified by high vacuum Kugelrohr at 150° C. to give pure alcohol (1,2,3,4-tetrahydronaphthalen-2-yl)methanol (2) (4.09 g) in 93% yield. To triphenylphosphine (10.179... The product is CN(S(=O)(=O)N1C(=NC=C1)[Si](C)(C)C(C)(C)C)C (1-Dimethylsulfamoyl-2-t-butyldimethylsilyl imidazole). As a reaction SMILES: C1(P(C2C=CC=CC=2)C2C=CC=CC=2)C=CC=CC=1.N1C=CN=C1.II.[CH3:27][N:28]([CH3:46])[S:29]([N:32]1[C:36](C=O)=[CH:35][N:34]=[C:33]1[Si:39]([C:42]([CH3:45])([CH3:44])[CH3:43])([CH3:41])[CH3:40])(=[O:31])=[O:30]>C1C=CC=CC=1>[CH3:27][N:28]([CH3:46])[S:29]([N:32]1[CH:36]=[CH:35][N:34]=[C:33]1[Si:39]([C:42]([CH3:44])([CH3:43])[CH3:45])([CH3:41])[CH3:40])(=[O:30])=[O:31]. Run in C1=CC=CC=C1 (benzene), C1=CC=CC=C1 (benzene), C1=CC=CC=C1 (benzene).